describe an organic reaction: reactants, conditions, products, and yield From a dataset of the Open Reaction Database (ORD), a public repository of structured organic reaction records. Starting materials: BrC1=CC(=C(C(=O)OC(C)(C)C)C=C1)NC1=CC=C(C=C1)F (tert-butyl 4-bromo-2-(4-fluoroanilino)benzoate), OC1=CC=C(C=C1)B(O)O (4-hydroxyphenylboronic acid), C([O-])([O-])=O.[Na+].[Na+] (sodium carbonate). Reagents/catalysts: C=1C=CC(=CC1)[P](C=2C=CC=CC2)(C=3C=CC=CC3)[Pd]([P](C=4C=CC=CC4)(C=5C=CC=CC5)C=6C=CC=CC6)([P](C=7C=CC=CC7)(C=8C=CC=CC8)C=9C=CC=CC9)[P](C=1C=CC=CC1)(C=1C=CC=CC1)C=1C=CC=CC1 (tetrakis(triphenylphosphine)palladium(0)). Run in CN(C(C)=O)C (N,N-dimethylacetamide). Reaction conditions: temperature 110 celsius, time 4 hour. The product is FC1=CC=C(NC2=C(C(=O)OC(C)(C)C)C=CC(=C2)C2=CC=C(C=C2)O)C=C1 (tert-butyl 2-(4-fluoroanilino)-4-(4-hydroxyphenyl)benzoate). As a reaction SMILES: Br[C:2]1[CH:14]=[CH:13][C:5]([C:6]([O:8][C:9]([CH3:12])([CH3:11])[CH3:10])=[O:7])=[C:4]([NH:15][C:16]2[CH:21]=[CH:20][C:19]([F:22])=[CH:18][CH:17]=2)[CH:3]=1.[OH:23][C:24]1[CH:29]=[CH:28][C:27](B(O)O)=[CH:26][CH:25]=1.C(=O)([O-])[O-].[Na+].[Na+]>C1C=CC([P]([Pd]([P](C2C=CC=CC=2)(C2C=CC=CC=2)C2C=CC=CC=2)([P](C2C=CC=CC=2)(C2C=CC=CC=2)C2C=CC=CC=2)[P](C2C=CC=CC=2)(C2C=CC=CC=2)C2C=CC=CC=2)(C2C=CC=CC=2)C2C=CC=CC=2)=CC=1.CN(C)C(=O)C>[F:22][C:19]1[CH:20]=[CH:21][C:16]([NH:15][C:4]2[CH:3]=[C:2]([C:27]3[CH:28]=[CH:29][C:24]([OH:23])=[CH:25][CH:26]=3)[CH:14]=[CH:13][C:5]=2[C:6]([O:8][C:9]([CH3:12])([CH3:11])[CH3:10])=[O:7])=[CH:17][CH:18]=1 |f:2.3.4,^1:42,44,63,82|. Procedure: To N,N-dimethylacetamide 2.5 mL solution of tert-butyl 4-bromo-2-(4-fluoroanilino)benzoate 0.10 g were added 4-hydroxyphenylboronic acid 75 mg, sodium carbonate 72 mg and tetrakis(triphenylphosphine)palladium(0) 3.2 mg, and it was stirred at 110° C. for 4 hours. After the reaction mixture was cooled to room temperature, insoluble matter was filtrated, and ethyl acetate and 10% citric acid aqueous solution were added to it. The organic layer was separated and collected,dried over anhydrous magnes...